From a dataset of the Open Reaction Database (ORD), a public repository of structured organic reaction records. describe an organic reaction: reactants, conditions, products, and yield The reactants are CCOC(=O)CBr, COc1ccc(-c2nc(SCc3cccnc3)[nH]c2-c2ccc(OC)cc2)cc1, [H-], [Na+]. The product is CCOC(=O)Cn1c(SCc2cccnc2)nc(-c2ccc(OC)cc2)c1-c1ccc(OC)cc1. As a reaction SMILES: [Br:30][CH2:31][C:32](=[O:33])[O:34][CH2:35][CH3:36].[CH3:1][O:2][c:3]1[cH:4][cH:5][c:6](-[c:9]2[n:10][c:11]([S:22][CH2:23][c:24]3[cH:25][n:26][cH:27][cH:28][cH:29]3)[nH:12][c:13]2-[c:14]2[cH:15][cH:16][c:17]([O:20][CH3:21])[cH:18][cH:19]2)[cH:7][cH:8]1.[H-:38].[Na+:37]>>[CH3:1][O:2][c:3]1[cH:4][cH:5][c:6](-[c:9]2[n:10]([CH2:31][C:32](=[O:33])[O:34][CH2:35][CH3:36])[c:11]([S:22][CH2:23][c:24]3[cH:25][n:26][cH:27][cH:28][cH:29]3)[n:12][c:13]2-[c:14]2[cH:15][cH:16][c:17]([O:20][CH3:21])[cH:18][cH:19]2)[cH:7][cH:8]1. The reactants are FC1=CC2=C(C(CC3=C(S2)C=CC=C3)N3CCN(CC3)C)C=C1F (7,8-Difluoro-10-(4 -methylpiperazino)-10,11-dihydrodibenzo(b,f)thiepine), OCCN1CCNCC1 (1-(2-hydroxyethyl)-piperazine). Run in C(Cl)(Cl)Cl (chloroform). The product is FC1=CC2=C(C(CC3=C(S2)C=CC=C3)N3CCN(CC3)CCO)C=C1F (7,8-Difluoro-10-[4-(2-hydroxyethyl)piperazino]-10,11-dihydrodibenzo(b,f)thiepine). As a reaction SMILES: [F:1][C:2]1[C:23]([F:24])=[CH:22][C:5]2[CH:6]([N:15]3[CH2:20][CH2:19][N:18]([CH3:21])[CH2:17][CH2:16]3)[CH2:7][C:8]3[CH:14]=[CH:13][CH:12]=[CH:11][C:9]=3[S:10][C:4]=2[CH:3]=1.[OH:25][CH2:26]CN1CCNCC1>C(Cl)(Cl)Cl>[F:1][C:2]1[C:23]([F:24])=[CH:22][C:5]2[CH:6]([N:15]3[CH2:16][CH2:17][N:18]([CH2:21][CH2:26][OH:25])[CH2:19][CH2:20]3)[CH2:7][C:8]3[CH:14]=[CH:13][CH:12]=[CH:11][C:9]=3[S:10][C:4]=2[CH:3]=1. Procedure details: A mixture of 7,8-difluoro-10-chloro-10,11-dihydrodibenzo(b,f)thiepine (see Example 15) (6.35 g), 1-(2-hydroxyethyl)-piperazine (6.1 g) and chloroform (10 ml) was refluxed for 7.5 hours under stirring. The chloroform was evaporated under diminished pressure, the residue dissolved in benzene (200 ml) and the solution thoroughly washed with water and shaken with 3 N-HCl (150 ml). The precipitated hydrochloride was filtered, added to the aqueous layer of the filtrate and the resultant suspension mad... Starting materials: C(C)(C)(C)N1N=C(C=C1C1=CC=C(C=C1)C)CCC=O (3-(1-tert-butyl-5-p-tolyl-1H-pyrazol-3-yl)propanal), [BH-](OC(=O)C)(OC(=O)C)OC(=O)C.[Na+] (NaBH(OAc)3), CC=1C=C(C=CC1C)N1CCNCC1 (1-(3,4-dimethylphenyl)piperazine), CCN(C(C)C)C(C)C (DIPEA). The product is C(C)(C)(C)N1N=C(C=C1C1=CC=C(C=C1)C)CCCN1CCN(CC1)C1=CC(=C(C=C1)C)C (1-(3-(1-tert-butyl-5-p-tolyl-1H-pyrazol-3-yl)propyl)-4-(3,4-dimethylphenyl)piperazine). As a reaction SMILES: [C:1]([N:5]1[C:9]([C:10]2[CH:15]=[CH:14][C:13]([CH3:16])=[CH:12][CH:11]=2)=[CH:8][C:7]([CH2:17][CH2:18][CH:19]=O)=[N:6]1)([CH3:4])([CH3:3])[CH3:2].[CH3:21][C:22]1[CH:23]=[C:24]([N:29]2[CH2:34][CH2:33][NH:32][CH2:31][CH2:30]2)[CH:25]=[CH:26][C:27]=1[CH3:28].CCN(C(C)C)C(C)C.[BH-](OC(C)=O)(OC(C)=O)OC(C)=O.[Na+]>>[C:1]([N:5]1[C:9]([C:10]2[CH:15]=[CH:14][C:13]([CH3:16])=[CH:12][CH:11]=2)=[CH:8][C:7]([CH2:17][CH2:18][CH2:19][N:32]2[CH2:33][CH2:34][N:29]([C:24]3[CH:25]=[CH:26][C:27]([CH3:28])=[C:22]([CH3:21])[CH:23]=3)[CH2:30][CH2:31]2)=[N:6]1)([CH3:4])([CH3:3])[CH3:2] |f:3.4|. Reported procedure: 89 mg (84%) of target compound was obtained by using a method same as in Example 1 by using 3-(1-tert-butyl-5-p-tolyl-1H-pyrazol-3-yl)propanal (60 mg, 0.222 mmol), 1-(3,4-dimethylphenyl)piperazine (42 mg, 0.222 mmol), DIPEA (0.06 mL, 0.333 mmol) and NaBH(OAc)3 (141 mg, 0.666 mmol). The reactants are ClC1=C(C=CC(=C1)Cl)B(O)O (2,4-dichlorophenylboronic acid), BrC=1C=C(C=CC1)C(C(C)C)(O)C=1N=CN(C1)C(C1=CC=CC=C1)(C1=CC=CC=C1)C1=CC=CC=C1 (1-(3bromophenyl)-2-methyl-1-(1-trityl-1H-imidazol-4-yl)-1-propanol). Product: ClC1=C(C=CC(=C1)Cl)C1=CC(=CC=C1)C(C(C)C)(O)C=1N=CN(C1)C(C1=CC=CC=C1)(C1=CC=CC=C1)C1=CC=CC=C1 (1-(2′,4′-dichloro[1,1′-biphenyl]-3-yl)-2-methyl-1-(1-trityl-1H-imidazol-4-yl)-1-propanol). Yield: 75.7%. RXN SMILES: [Cl:1][C:2]1[CH:7]=[C:6]([Cl:8])[CH:5]=[CH:4][C:3]=1B(O)O.Br[C:13]1[CH:14]=[C:15]([C:19]([C:24]2[N:25]=[CH:26][N:27]([C:29]([C:42]3[CH:47]=[CH:46][CH:45]=[CH:44][CH:43]=3)([C:36]3[CH:41]=[CH:40][CH:39]=[CH:38][CH:37]=3)[C:30]3[CH:35]=[CH:34][CH:33]=[CH:32][CH:31]=3)[CH:28]=2)([OH:23])[CH:20]([CH3:22])[CH3:21])[CH:16]=[CH:17][CH:18]=1>>[Cl:1][C:2]1[CH:7]=[C:6]([Cl:8])[CH:5]=[CH:4][C:3]=1[C:17]1[CH:18]=[CH:13][CH:14]=[C:15]([C:19]([C:24]2[N:25]=[CH:26][N:27]([C:29]([C:30]3[CH:35]=[CH:34][CH:33]=[CH:32][CH:31]=3)([C:36]3[CH:41]=[CH:40][CH:39]=[CH:38][CH:37]=3)[C:42]3[CH:43]=[CH:44][CH:45]=[CH:46][CH:47]=3)[CH:28]=2)([OH:23])[CH:20]([CH3:21])[CH3:22])[CH:16]=1. Procedure details: By the reaction in the same manner as in Example 1-(i) using 2,4-dichlorophenylboronic acid (0.55 g) and 1-(3bromophenyl)-2-methyl-1-(1-trityl-1H-imidazol-4-yl)-1-propanol (1.00 g), the amorphous title compound (0.85 g) was obtained. The reactants are COCC1(CCN(CC1)CC1=CC=CC=C1)NC1=CC=CC=C1 (4-(methoxymethyl)-N-phenyl-1-(phenylmethyl)-4-piperidinamine), C(CC)(=O)OC(CC)=O (propanoic acid anhydride), [OH-].[NH4+] (ammonium hydroxide). Yields the product C(C(=O)O)(=O)O.COCC1(CCN(CC1)CC1=CC=CC=C1)N(C(CC)=O)C1=CC=CC=C1 (N-[4-(methoxymethyl)-1-(phenylmethyl)-4-piperidinyl]-N-phenylpropanamide ethanedioate). As a reaction SMILES: [CH3:1][O:2][CH2:3][C:4]1([NH:17][C:18]2[CH:23]=[CH:22][CH:21]=[CH:20][CH:19]=2)[CH2:9][CH2:8][N:7]([CH2:10][C:11]2[CH:16]=[CH:15][CH:14]=[CH:13][CH:12]=2)[CH2:6][CH2:5]1.[C:24]([O:28][C:29](=[O:32])[CH2:30]C)(=[O:27])[CH2:25][CH3:26].[OH-:33].[NH4+]>>[C:29]([OH:28])(=[O:32])[C:30]([OH:2])=[O:33].[CH3:1][O:2][CH2:3][C:4]1([N:17]([C:18]2[CH:19]=[CH:20][CH:21]=[CH:22][CH:23]=2)[C:24](=[O:27])[CH2:25][CH3:26])[CH2:9][CH2:8][N:7]([CH2:10][C:11]2[CH:12]=[CH:13][CH:14]=[CH:15][CH:16]=2)[CH2:6][CH2:5]1 |f:2.3,4.5|. Procedure: A mixture of 7 parts of 4-(methoxymethyl)-N-phenyl-1-(phenylmethyl)-4-piperidinamine and 15 parts of propanoic acid anhydride is stirred and refluxed for 6 hours. After cooling, the reaction mixture is poured onto ice-water and alkalized with ammonium hydroxide. The product is extracted with trichloromethane. The extract is washed with water, dried, filtered and evaporated. The oily residue is converted into the ethanedioate salt in 1,1'-oxybisethane and 2-propanol. The sticky salt is triturated... As a reaction SMILES: [C:1]([CH2:2][C:3](=[O:4])[O:5][CH2:6][CH3:7])(=[O:8])[O:9][CH2:10][CH3:11].[CH2:15]([CH2:16][CH2:17][CH:18]=[CH:19][CH2:20][CH2:21][CH2:22][CH2:23][CH2:24][CH2:25][CH2:26][CH2:27][CH3:28])[NH:29][c:30]1[c:31]([C:32](=[O:33])[Cl:34])[cH:35][cH:36][cH:37][cH:38]1.[CH3:39][O:40][CH2:41][CH2:42][O:43][CH3:44].[ClH:14].[H-:12].[Na+:13]>>[C:1]([CH:2]([C:3](=[O:4])[O:5][CH2:6][CH3:7])[C:32]([c:31]1[c:30]([NH:29][CH2:15][CH2:16][CH2:17][CH:18]=[CH:19][CH2:20][CH2:21][CH2:22][CH2:23][CH2:24][CH2:25][CH2:26][CH2:27][CH3:28])[cH:38][cH:37][cH:36][cH:35]1)=[O:33])(=[O:8])[O:9][CH2:10][CH3:11]. Product: CCCCCCCCCC=CCCCNc1ccccc1C(=O)C(C(=O)OCC)C(=O)OCC. Starting materials: CCOC(=O)CC(=O)OCC, CCCCCCCCCC=CCCCNc1ccccc1C(=O)Cl, COCCOC, Cl, [H-], [Na+]. Reactants: COC1=CC=C(C=C1)N1CCN(CC1)N (4-(4-methoxyphenyl)-1-piperazinamine), N1=CC=CC=C1 (pyridine), ClC(Cl)Cl (trichloromethane), C(OC1=CC=CC=C1)(=O)Cl (phenyl carbonochloridate). The solvent is O (Water). Conditions: time 30 minute. Product: COC1=CC=C(C=C1)N1CCN(CC1)NC(OC1=CC=CC=C1)=O (phenyl [4-(4-methoxyphenyl)-1-piperazinyl]carbamate). Isolated yield 70.0%. Reaction SMILES: [CH3:1][O:2][C:3]1[CH:8]=[CH:7][C:6]([N:9]2[CH2:14][CH2:13][N:12]([NH2:15])[CH2:11][CH2:10]2)=[CH:5][CH:4]=1.N1C=CC=CC=1.ClC(Cl)Cl.[C:26](Cl)(=[O:34])[O:27][C:28]1[CH:33]=[CH:32][CH:31]=[CH:30][CH:29]=1>O>[CH3:1][O:2][C:3]1[CH:4]=[CH:5][C:6]([N:9]2[CH2:10][CH2:11][N:12]([NH:15][C:26](=[O:34])[O:27][C:28]3[CH:33]=[CH:32][CH:31]=[CH:30][CH:29]=3)[CH2:13][CH2:14]2)=[CH:7][CH:8]=1. Procedure details: To a stirred solution of 8 parts of 4-(4-methoxyphenyl)-1-piperazinamine in 5 parts of pyridine and 45 parts of trichloromethane are added dropwise during a 30 minutes period 7.8 parts of phenyl carbonochloridate. Upon completion, stirring is continued for 30 minutes at room temperature. Water is added to the reaction mixture and the product is extracted with trichloromethane. The extract is dried, filtered and evaporated. The residue is triturated in 4-methyl-2-pentanone. The product is filtere... The product is C1=CC=CC=2C3C4=CC=CC=C4C(C12)(C3)CN3CCC(CC3)NC3=NC(=CC(=N3)C)C (2-[1-(9,10-Dihydro-9,10-methanoanthracen-9-ylmethyl)-4-piperidylamino]-4,6-dimethylpyrimidine). Reported procedure: Using a procedure similar to that described in Example 86 except starting with 4-amino-1-(9,10-dihydro-9,10-methanoanthracen-9-ylmethyl)piperidine (prepared as described in Example 8b) and 2-chloro-4,6-dimethylpyrimidine the hydrochloride salt of the title compound was obtained as a white solid (55%), mp 205°-207° C.; MS(CI): 411 (M+H); NMR (250 MHz, DMSO-d6): 10.07(br s, 1H), 8.40(br m, 1H), 7.38-7.31(m, 4H), 7.03-6.94(m, 4H), 6.72(s, 1H), 4.46(s, 1H), 4.35-4.33(m, 2H), 4.21-3.97(br m, 1H), 3.6... RXN SMILES: [NH2:1][CH:2]1[CH2:7][CH2:6][N:5]([CH2:8][C:9]23[CH2:23][CH:16]([C:17]4[CH:18]=[CH:19][CH:20]=[CH:21][C:22]=42)[C:15]2[C:10]3=[CH:11][CH:12]=[CH:13][CH:14]=2)[CH2:4][CH2:3]1.Cl[C:25]1[N:30]=[C:29]([CH3:31])[CH:28]=[C:27]([CH3:32])[N:26]=1>>[CH:21]1[C:22]2[C:9]3([CH2:8][N:5]4[CH2:6][CH2:7][CH:2]([NH:1][C:25]5[N:30]=[C:29]([CH3:31])[CH:28]=[C:27]([CH3:32])[N:26]=5)[CH2:3][CH2:4]4)[CH2:23][CH:16]([C:15]4[C:10]3=[CH:11][CH:12]=[CH:13][CH:14]=4)[C:17]=2[CH:18]=[CH:19][CH:20]=1. The reactants are NC1CCN(CC1)CC12C3=CC=CC=C3C(C=3C=CC=CC13)C2 (4-amino-1-(9,10-dihydro-9,10-methanoanthracen-9-ylmethyl)piperidine), ClC1=NC(=CC(=N1)C)C (2-chloro-4,6-dimethylpyrimidine), hydrochloride salt.